From a dataset of the Open Reaction Database (ORD), a public repository of structured organic reaction records. describe an organic reaction: reactants, conditions, products, and yield Reactants: [Al+3], CC1(C)CC(=O)CCN1Cc1ccccc1, [H-], [H-], [H-], [H-], [Li+], C1CCOC1. Product: CC1(C)CC(O)CCN1Cc1ccccc1. As a reaction SMILES: [Al+3:18].[CH2:1]([c:2]1[cH:3][cH:4][cH:5][cH:6][cH:7]1)[N:8]1[C:9]([CH3:15])([CH3:16])[CH2:10][C:11](=[O:14])[CH2:12][CH2:13]1.[H-:17].[H-:20].[H-:21].[H-:22].[Li+:19].[O:23]1[CH2:24][CH2:25][CH2:26][CH2:27]1>>[CH2:1]([c:2]1[cH:3][cH:4][cH:5][cH:6][cH:7]1)[N:8]1[C:9]([CH3:15])([CH3:16])[CH2:10][CH:11]([OH:14])[CH2:12][CH2:13]1. Reactants: CO, [H][H], O=[N+]([O-])c1ccc(-c2c[nH]cn2)cc1. Product: Nc1ccc(-c2c[nH]cn2)cc1. RXN SMILES: [CH3:17][OH:18].[H:15][H:16].[N+:1]([O-:2])(=[O:3])[c:4]1[cH:5][cH:6][c:7](-[c:10]2[n:11][cH:12][nH:13][cH:14]2)[cH:8][cH:9]1>>[NH2:1][c:4]1[cH:5][cH:6][c:7](-[c:10]2[n:11][cH:12][nH:13][cH:14]2)[cH:8][cH:9]1. Starting materials: COCCOCCOCCN(OCc1ccccc1)C(=O)CCC(=O)NCCCCCNOCc1ccccc1, O=C1CCC(=O)O1, c1ccncc1. The product is COCCOCCOCCN(OCc1ccccc1)C(=O)CCC(=O)NCCCCCN(OCc1ccccc1)C(=O)CCC(=O)O. As a reaction SMILES: [CH2:1]([c:2]1[cH:3][cH:4][cH:5][cH:6][cH:7]1)[O:8][N:9]([CH2:10][CH2:11][O:12][CH2:13][CH2:14][O:15][CH2:16][CH2:17][O:18][CH3:19])[C:20]([CH2:21][CH2:22][C:23]([NH:24][CH2:25][CH2:26][CH2:27][CH2:28][CH2:29][NH:30][O:31][CH2:32][c:33]1[cH:34][cH:35][cH:36][cH:37][cH:38]1)=[O:39])=[O:40].[O:41]=[C:42]1[CH2:43][CH2:44][C:45](=[O:46])[O:47]1.[cH:48]1[cH:49][cH:50][n:51][cH:52][cH:53]1>>[CH2:1]([c:2]1[cH:3][cH:4][cH:5][cH:6][cH:7]1)[O:8][N:9]([CH2:10][CH2:11][O:12][CH2:13][CH2:14][O:15][CH2:16][CH2:17][O:18][CH3:19])[C:20]([CH2:21][CH2:22][C:23]([NH:24][CH2:25][CH2:26][CH2:27][CH2:28][CH2:29][N:30]([O:31][CH2:32][c:33]1[cH:34][cH:35][cH:36][cH:37][cH:38]1)[C:45]([CH2:44][CH2:43][C:42](=[O:41])[OH:47])=[O:46])=[O:39])=[O:40]. The reactants are IC (iodomethane), C(C)(C)(C)OC(=O)N1CC2=C(C=CC=C2CC1)C(=O)O (2-(tert-butoxycarbonyl)-1,2,3,4-tetrahydroisoquinoline-8-carboxylic acid), CN(CCN(C)C)C (tetramethylethylenediamine), C(C)(C)(C)[Li] (t-butyllithium). Run in O1CCCC1 (tetrahydrofuran). Reaction conditions: temperature -78 celsius, time 40 minute. Product: C(C)(C)(C)OC(=O)N1C(C2=C(C=CC=C2CC1)C(=O)O)C (2-(tert-butoxycarbonyl)-1-methyl-1,2,3,4-tetrahydroisoquinoline-8-carboxylic acid). Reaction SMILES: [C:1]([O:5][C:6]([N:8]1[CH2:17][CH2:16][C:15]2[C:10](=[C:11]([C:18]([OH:20])=[O:19])[CH:12]=[CH:13][CH:14]=2)[CH2:9]1)=[O:7])([CH3:4])([CH3:3])[CH3:2].[CH3:21]N(C)CCN(C)C.C([Li])(C)(C)C.IC>O1CCCC1>[C:1]([O:5][C:6]([N:8]1[CH2:17][CH2:16][C:15]2[C:10](=[C:11]([C:18]([OH:20])=[O:19])[CH:12]=[CH:13][CH:14]=2)[CH:9]1[CH3:21])=[O:7])([CH3:4])([CH3:2])[CH3:3]. Procedure details: To a solution of 2-(tert-butoxycarbonyl)-1,2,3,4-tetrahydroisoquinoline-8-carboxylic acid (2.25 g) and tetramethylethylenediamine (1.347 mL) in tetrahydrofuran (40 mL) was added dropwise t-butyllithium (1.6M, 15.21 mL) at −78° C. The mixture was stirred at −78° C. for 40 minutes. To the resulting mixture was added iodomethane (5.07 mL) dropwise and the mixture was stirred at −78° C. for 3 hours, followed by stirring at room temperature overnight. The reaction mixture was quenched with saturated ... As a reaction SMILES: [CH2:1]([CH2:2][CH2:3][CH2:4][CH2:5][CH2:6][CH3:7])[S:8][c:9]1[n:10][n:11]2[c:12]([n:13][cH:14][c:15]([C:18]#[C:19][Si:20]([CH3:21])([CH3:22])[CH3:23])[c:16]2=[O:17])[s:24]1.[CH3:26][CH2:27][CH2:28][CH2:29][N+:30]([CH2:31][CH2:32][CH2:33][CH3:34])([CH2:35][CH2:36][CH2:37][CH3:38])[CH2:39][CH2:40][CH2:41][CH3:42].[F-:25].[O:43]1[CH2:44][CH2:45][CH2:46][CH2:47]1>>[CH2:1]([CH2:2][CH2:3][CH2:4][CH2:5][CH2:6][CH3:7])[S:8][c:9]1[n:10][n:11]2[c:12]([n:13][cH:14][c:15]([C:18]#[CH:19])[c:16]2=[O:17])[s:24]1. Reactants: CCCCCCCSc1nn2c(=O)c(C#C[Si](C)(C)C)cnc2s1, CCCC[N+](CCCC)(CCCC)CCCC, [F-], C1CCOC1. The product is C#Cc1cnc2sc(SCCCCCCC)nn2c1=O.